This data is from the Open Reaction Database (ORD), a public repository of structured organic reaction records. The task is: describe an organic reaction: reactants, conditions, products, and yield Starting materials: NCC1=C(C=C(C(=O)N(C)C2=C(C=CC=C2)C=2OC=CC2)C=C1)C (4-aminomethyl-N-(2-furan-2-ylphenyl)-3,N-dimethylbenzamide), C(C)(C)N(CC)C(C)C (diisopropylethylamine), C1CCOC1 (THF), [Si](C)(C)(C(C)(C)C)OCCN1C(CNC2=C(C=CC=C12)F)=O (1-[2-(tert-butyldimethylsilanyloxy)ethyl]-5-fluoro-3,4-dihydro-1H-quinoxalin-2-one), C(C)(C)N(CC)C(C)C (diisopropylethylamine), C(=O)(Cl)Cl (phosgene), C1(=CC=CC=C1)C (toluene), C1CCOC1 (THF). Run at time 18 hour. Product: O1C(=CC=C1)C1=C(C=CC=C1)CNC(=O)C1=CC(=C(CNC(=O)N2CC(N(C3=CC=CC(=C23)F)CCO[Si](C)(C)C(C)(C)C)=O)C=C1)C (4-[2-(tert-Butyldimethylsilanyloxy)ethyl]-8-fluoro-3-oxo-3,4-dihydro-2H-quinoxaline-1-carboxylic Acid 4-[(2-furan-2-ylphenyl)methylcarbamoyl]-2-methylbenzylamide). Reaction SMILES: [Si:1]([O:8][CH2:9][CH2:10][N:11]1[C:20]2[C:15](=[C:16]([F:21])[CH:17]=[CH:18][CH:19]=2)[NH:14][CH2:13][C:12]1=[O:22])([C:4]([CH3:7])([CH3:6])[CH3:5])([CH3:3])[CH3:2].C(N(C(C)C)CC)(C)C.[C:32](Cl)(Cl)=[O:33].C1(C)C=CC=CC=1.[NH2:43][CH2:44][C:45]1[CH:65]=[CH:64][C:48]([C:49]([N:51]([C:53]2[CH:58]=[CH:57][CH:56]=[CH:55][C:54]=2[C:59]2OC=CC=2)C)=[O:50])=[CH:47][C:46]=1[CH3:66].[CH2:67]1[CH2:71][O:70][CH2:69][CH2:68]1>>[O:70]1[CH:71]=[CH:67][CH:68]=[C:69]1[C:59]1[CH:54]=[CH:55][CH:56]=[CH:57][C:58]=1[CH2:53][NH:51][C:49]([C:48]1[CH:64]=[CH:65][C:45]([CH2:44][NH:43][C:32]([N:14]2[C:15]3[C:20](=[CH:19][CH:18]=[CH:17][C:16]=3[F:21])[N:11]([CH2:10][CH2:9][O:8][Si:1]([C:4]([CH3:7])([CH3:5])[CH3:6])([CH3:3])[CH3:2])[C:12](=[O:22])[CH2:13]2)=[O:33])=[C:46]([CH3:66])[CH:47]=1)=[O:50]. Reported procedure: A solution of 1-[2-(tert-butyldimethylsilanyloxy)ethyl]-5-fluoro-3,4-dihydro-1H-quinoxalin-2-one from Example 21E (110 mg, 0.34 mmol) and diisopropylethylamine (77 μl, 0.44 mmol) in THF (8.0 ml) and a solution of phosgene in toluene (20%, 233 μl, 0.44 mmol) were stirred together for 2 h. A solution of 4-aminomethyl-N-(2-furan-2-ylphenyl)-3,N-dimethylbenzamide from Example 21D (108 mg, 0.34 mmol) and diisopropylethylamine (77 μl, 0.44 mmol) in THF (5.0 ml) was added and the mixture was stirred fo... Starting materials: ClC1=C(C=C(C(=O)O)C=C1)[N+](=O)[O-] (4-chloro-3-nitrobenzoic acid), [OH-].[Na+] (NaOH), Cl (HCl). The solvent is O (H2O). Reaction conditions: temperature 100 celsius. Yields the product OC1=C(C=C(C(=O)O)C=C1)[N+](=O)[O-] (4-hydroxy-3-nitrobenzoic acid). The yield is 101.3%. RXN SMILES: Cl[C:2]1[CH:10]=[CH:9][C:5]([C:6]([OH:8])=[O:7])=[CH:4][C:3]=1[N+:11]([O-:13])=[O:12].[OH-:14].[Na+].Cl>O>[OH:14][C:2]1[CH:10]=[CH:9][C:5]([C:6]([OH:8])=[O:7])=[CH:4][C:3]=1[N+:11]([O-:13])=[O:12] |f:1.2|. Reported procedure: A mixture of 4-chloro-3-nitrobenzoic acid (20 g, 1.0 eq) and NaOH (20.5 g, 2.0 eq) in 100 mL H2O was reflux at 100° C. overnight. After cooling to rt, con. HCl was added to pH=7. The precipitate thus formed was isolated by filtration, washed with cold water, and dried, to give the desired product as a white solid (18.4 g, 98%). Starting materials: COc1ccc(N(C(=O)CBr)C(C)C)cn1, O=C1Cc2nnc(C3CCCCC3)n2-c2ccccc2N1, [H-], [Na+], CN(C)C=O, O. Product: COc1ccc(N(C(=O)CN2C(=O)Cc3nnc(C4CCCCC4)n3-c3ccccc32)C(C)C)cn1. As a reaction SMILES: [Br:24][CH2:25][C:26](=[O:27])[N:28]([c:29]1[cH:30][n:31][c:32]([O:35][CH3:36])[cH:33][cH:34]1)[CH:37]([CH3:38])[CH3:39].[CH:1]1([c:7]2[n:8][n:9][c:10]3[n:16]2-[c:15]2[c:14]([cH:20][cH:19][cH:18][cH:17]2)[NH:13][C:12](=[O:21])[CH2:11]3)[CH2:2][CH2:3][CH2:4][CH2:5][CH2:6]1.[H-:23].[Na+:22].[O:40]=[CH:41][N:42]([CH3:43])[CH3:44].[OH2:45]>>[CH:1]1([c:7]2[n:8][n:9][c:10]3[n:16]2-[c:15]2[c:14]([cH:20][cH:19][cH:18][cH:17]2)[N:13]([CH2:25][C:26](=[O:27])[N:28]([c:29]2[cH:30][n:31][c:32]([O:35][CH3:36])[cH:33][cH:34]2)[CH:37]([CH3:38])[CH3:39])[C:12](=[O:21])[CH2:11]3)[CH2:2][CH2:3][CH2:4][CH2:5][CH2:6]1. Starting materials: S(=O)(C1=CC=C(C=C1)N)(=O)O (sulfanilic acid), NC1=CC=CC=C1 (aniline), S(O)(O)(=O)=O (sulfuric acid). Yields the product S(=O)(=O)(O)O.NC1=CC=CC=C1 (aniline hydrogen sulfate salt). RXN SMILES: S(O)(=O)([C:3]1[CH:8]=[CH:7][C:6]([NH2:9])=[CH:5][CH:4]=1)=O.NC1C=CC=CC=1.[S:19](=[O:23])(=[O:22])([OH:21])[OH:20]>>[S:19]([OH:23])([OH:22])(=[O:21])=[O:20].[NH2:9][C:6]1[CH:7]=[CH:8][CH:3]=[CH:4][CH:5]=1 |f:3.4|. Procedure details: The classical process for making sulfanilic acid is the "baking" process wherein aniline acid and sulfuric acid are mixed together to form the solid aniline hydrogen sulfate salt (Fiat Report 1313) (1945). In one variant, a batch-type process, a layer of the solid salt several centimeters thick is spread on lead or iron trays. The loaded trays are then slowly passed through an oven or tunnel kiln and heated to above the rearrangement and water elimination temperature. The eliminated water is ven... Reactants: C(C)O (ethanol), C(Cl)Cl (CH2Cl2), [C]=O (carbon monoxide), BrC1=NC=C(C=C1)F (2-bromo-5-fluoropyridine), C(C)(=O)[O-].[Na+] (sodium acetate), 1-1′bis(diphenylphosphino)ferrocene. The reagents and catalysts are Cl[Pd]Cl (dichloropalladium(II)). Conditions: temperature 90 celsius. The product is FC=1C=CC(=NC1)C(=O)OCC (Ethyl 5-fluoropyridine-2-carboxylate). The yield is 58.0%. As a reaction SMILES: Br[C:2]1[CH:7]=[CH:6][C:5]([F:8])=[CH:4][N:3]=1.[C:9]([O-:12])(=[O:11])C.[Na+].C(Cl)Cl.[C]=O.[CH2:19](O)[CH3:20]>Cl[Pd]Cl>[F:8][C:5]1[CH:6]=[CH:7][C:2]([C:9]([O:12][CH2:19][CH3:20])=[O:11])=[N:3][CH:4]=1 |f:1.2,^3:16|. Procedure details: A mixture of 2-bromo-5-fluoropyridine (5.00 g, 28.4 mmol), sodium acetate (9.33 g, 114 mmol), and 1-1′bis(diphenylphosphino)ferrocene]dichloropalladium(II):CH2Cl2 (0.464 g, 0.57 mmol) in ethanol (80 mL) in a Parr® high pressure stainless steel reactor vessel is placed under an atmosphere of 50 psi carbon monoxide and heated at 80-100° C. for 4 h. The vessel is cooled, volatiles removed in vacuo, and the residue partitioned between ethyl acetate and water. The ethyl acetate extract is washed with... The reactants are ClC1=C(C=C(C=C1)S(=O)(=O)NC(=O)C1=CC=C(C=C1)C1=CC=C(C=C1)F)[N+](=O)[O-] (4-chloro-N-((4′-fluoro(1,1′-biphenyl)-4-yl)carbonyl)-3-nitrobenzenesulfonamide), N (ammonia). Run in C(C)(=O)OCC (ethyl acetate), CO (methanol). Conditions: temperature 0 celsius. The product is NC1=C(C=C(C=C1)S(=O)(=O)NC(=O)C1=CC=C(C=C1)C1=CC=C(C=C1)F)[N+](=O)[O-] (4-amino-N-((4′-fluoro-1,1′-biphenyl-4-yl)carbonyl)-3-nitrobenzenesulfonamide). Reaction SMILES: Cl[C:2]1[CH:7]=[CH:6][C:5]([S:8]([NH:11][C:12]([C:14]2[CH:19]=[CH:18][C:17]([C:20]3[CH:25]=[CH:24][C:23]([F:26])=[CH:22][CH:21]=3)=[CH:16][CH:15]=2)=[O:13])(=[O:10])=[O:9])=[CH:4][C:3]=1[N+:27]([O-:29])=[O:28].[NH3:30]>CO.C(OCC)(=O)C>[NH2:30][C:2]1[CH:7]=[CH:6][C:5]([S:8]([NH:11][C:12]([C:14]2[CH:19]=[CH:18][C:17]([C:20]3[CH:25]=[CH:24][C:23]([F:26])=[CH:22][CH:21]=3)=[CH:16][CH:15]=2)=[O:13])(=[O:10])=[O:9])=[CH:4][C:3]=1[N+:27]([O-:29])=[O:28]. Procedure: A solution of Example 1D (1.0 g) in methanol (10 mL) and concentrated aqueous ammonia (3 mL) was heated in a sealed pressure tube to 60° C. for 16 hours, cooled to 0° C., diluted with ethyl acetate (100 mL), washed with water (30 mL) and brine (10 mL), dried (MgSO4), filtered, and concentrated to provide the desired product.